This data is from the Open Reaction Database (ORD), a public repository of structured organic reaction records. The task is: describe an organic reaction: reactants, conditions, products, and yield Reactants: S=C(n1ccnc1)n1ccnc1, Nc1ccccc1C(NC1CCN(Cc2ccccc2)CC1)c1ccccc1, C1CCOC1. Product: S=C1Nc2ccccc2C(c2ccccc2)N1C1CCN(Cc2ccccc2)CC1. As a reaction SMILES: [C:29](=[S:30])([n:31]1[cH:32][cH:33][n:34][cH:35]1)[n:36]1[cH:37][cH:38][n:39][cH:40]1.[NH2:1][c:2]1[c:3]([CH:8]([c:9]2[cH:10][cH:11][cH:12][cH:13][cH:14]2)[NH:15][CH:16]2[CH2:17][CH2:18][N:19]([CH2:22][c:23]3[cH:24][cH:25][cH:26][cH:27][cH:28]3)[CH2:20][CH2:21]2)[cH:4][cH:5][cH:6][cH:7]1.[O:41]1[CH2:42][CH2:43][CH2:44][CH2:45]1>>[NH:1]1[c:2]2[c:3]([cH:4][cH:5][cH:6][cH:7]2)[CH:8]([c:9]2[cH:10][cH:11][cH:12][cH:13][cH:14]2)[N:15]([CH:16]2[CH2:17][CH2:18][N:19]([CH2:22][c:23]3[cH:24][cH:25][cH:26][cH:27][cH:28]3)[CH2:20][CH2:21]2)[C:29]1=[S:30].